This data is from the Open Reaction Database (ORD), a public repository of structured organic reaction records. The task is: describe an organic reaction: reactants, conditions, products, and yield The reactants are CO, [O-][I+3]([O-])([O-])[O-], [Na+], O, OCC(O)c1csc(NC(c2ccccc2)c2ccccc2)n1. The product is O=Cc1csc(NC(c2ccccc2)c2ccccc2)n1. RXN SMILES: [CH3:31][OH:32].[I+3:24]([O-:25])([O-:26])([O-:27])[O-:28].[Na+:29].[OH2:30].[c:1]1([CH:7]([c:8]2[cH:9][cH:10][cH:11][cH:12][cH:13]2)[NH:14][c:15]2[s:16][cH:17][c:18]([CH:20]([CH2:21][OH:22])[OH:23])[n:19]2)[cH:2][cH:3][cH:4][cH:5][cH:6]1>>[c:1]1([CH:7]([c:8]2[cH:9][cH:10][cH:11][cH:12][cH:13]2)[NH:14][c:15]2[s:16][cH:17][c:18]([CH:20]=[O:23])[n:19]2)[cH:2][cH:3][cH:4][cH:5][cH:6]1. Starting materials: C[Si](C)(C)c1cc(C(F)=C(F)C(F)(F)F)c(S(N)(=O)=O)s1, O, O=S(=O)(O)C(F)(F)F. The product is NS(=O)(=O)c1sccc1C(F)=C(F)C(F)(F)F. As a reaction SMILES: [F:1][C:2](=[C:3]([C:4]([F:5])([F:6])[F:7])[F:8])[c:9]1[c:10]([S:18](=[O:19])(=[O:20])[NH2:21])[s:11][c:12]([Si:14]([CH3:15])([CH3:16])[CH3:17])[cH:13]1.[OH2:30].[OH:22][S:23]([C:24]([F:25])([F:26])[F:27])(=[O:28])=[O:29]>>[F:1][C:2](=[C:3]([C:4]([F:5])([F:6])[F:7])[F:8])[c:9]1[c:10]([S:18](=[O:19])(=[O:20])[NH2:21])[s:11][cH:12][cH:13]1. Starting materials: C(C(C)(C)C)(=O)OC[C@H](C1=C(C2=C(N=CS2)C=C1C)C1=CC=C(C=C1)Cl)OC(C)(C)C ((S)-2-tert-butoxy-2-(7-(4-chlorophenyl)-5-methylbenzo[d]thiazol-6-yl)ethyl pivalate), [OH-].[Na+] (sodium hydroxide). Run in CO (MeOH), C1CCOC1 (THF), C(C)(=O)OCC (ethyl acetate). Reaction conditions: time 8 hour. Yields the product C(C)(C)(C)O[C@H](CO)C1=C(C2=C(N=CS2)C=C1C)C1=CC=C(C=C1)Cl ((S)-2-tert-butoxy-2-(7-(4-chlorophenyl)-5-methylbenzo[d]thiazol-6-yl)ethanol). RXN SMILES: C([O:7][CH2:8][C@@H:9]([O:27][C:28]([CH3:31])([CH3:30])[CH3:29])[C:10]1[C:18]([CH3:19])=[CH:17][C:13]2[N:14]=[CH:15][S:16][C:12]=2[C:11]=1[C:20]1[CH:25]=[CH:24][C:23]([Cl:26])=[CH:22][CH:21]=1)(=O)C(C)(C)C.[OH-].[Na+]>CO.C1COCC1.C(OCC)(=O)C>[C:28]([O:27][C@@H:9]([C:10]1[C:18]([CH3:19])=[CH:17][C:13]2[N:14]=[CH:15][S:16][C:12]=2[C:11]=1[C:20]1[CH:21]=[CH:22][C:23]([Cl:26])=[CH:24][CH:25]=1)[CH2:8][OH:7])([CH3:31])([CH3:29])[CH3:30] |f:1.2|. Reported procedure: To a solution of (S)-2-tert-butoxy-2-(7-(4-chlorophenyl)-5-methylbenzo[d]thiazol-6-yl)ethyl pivalate (5J) (8 mg, 0.0174 mmol) in MeOH (0.5 mL) and THF (1 mL) was added sodium hydroxide (2 M, 0.1 mL, 0.2 mmol) and the reaction mixture was stirred at room temperature overnight. Reaction mixture diluted with ethyl acetate and washed with saturated sodium bicarbonate solution. Aqueous layer back-extracted with ethyl acetate and combined organic layer was dried (MgSO4), concentrated and purified by f... Starting materials: Cl.ClC1=C(C=CC=C1)C(C[N+](=O)[O-])N (1-(2-Chlorophenyl)-2-nitroethanamine hydrochloride), [O-]C#N.[K+] (potassium cyanate). Solvent: O.CO (water methanol). Conditions: temperature 40 celsius. The product is ClC1=C(C=CC=C1)C(C[N+](=O)[O-])NC(=O)N (1-[1-(2-Chlorophenyl)-2-nitroethyl]urea). RXN SMILES: Cl.[Cl:2][C:3]1[CH:8]=[CH:7][CH:6]=[CH:5][C:4]=1[CH:9]([NH2:14])[CH2:10][N+:11]([O-:13])=[O:12].[O-:15][C:16]#[N:17].[K+]>O.CO>[Cl:2][C:3]1[CH:8]=[CH:7][CH:6]=[CH:5][C:4]=1[CH:9]([NH:14][C:16]([NH2:17])=[O:15])[CH2:10][N+:11]([O-:13])=[O:12] |f:0.1,2.3,4.5|. Procedure details: At RT, 300 mg (about 93% pure, 1.18 mmol) of the compound of Example 25A were initially charged in 12 ml of water/methanol (1:1 v/v), and 287 mg (3.53 mmol) of potassium cyanate were added. The reaction mixture was warmed to 40° C. for 1 h. After cooling to RT, the mixture was directly separated into its components by preparative HPLC [Method 8]. This gave 120 mg (41% of theory) of the title compound. The reactants are Cc1ccccc1, Cc1cc(-c2oncc2CO)ccc1Cl, C1CCOC1, O=S(Cl)Cl. Yields the product Cc1cc(-c2oncc2CCl)ccc1Cl. Reaction SMILES: [CH3:25][c:26]1[cH:27][cH:28][cH:29][cH:30][cH:31]1.[Cl:1][c:2]1[c:3]([CH3:15])[cH:4][c:5](-[c:8]2[c:9]([CH2:13][OH:14])[cH:10][n:11][o:12]2)[cH:6][cH:7]1.[O:16]1[CH2:17][CH2:18][CH2:19][CH2:20]1.[S:21]([Cl:22])([Cl:23])=[O:24]>>[Cl:1][c:2]1[c:3]([CH3:15])[cH:4][c:5](-[c:8]2[c:9]([CH2:13][Cl:23])[cH:10][n:11][o:12]2)[cH:6][cH:7]1. Starting materials: C(C)(C)(C)OC(NC1=NC(=C(C(=C1)C)CNC(=O)C1=NN(C(=N1)CC1=CC=CC=C1)C)C)=O ((5-{[(5-Benzyl-1-methyl-1H-[1,2,4]triazole-3-carbonyl)-amino]-methyl}-4,6-dimethyl-pyridin-2-yl)-carbamic acid tert-butyl ester). The solvent is ClCCl (dichloromethane), C(=O)(C(F)(F)F)O (TFA). Run at temperature 23 celsius, time 18 hour. The product is NC1=CC(=C(C(=N1)C)CNC(=O)C1=NN(C(=N1)CC1=CC=CC=C1)C)C (5-Benzyl-1-methyl-1H-[1,2,4]triazole-3-carboxylic acid (6-amino-2,4-dimethyl-pyridin-3-ylmethyl)-amide). RXN SMILES: C(OC(=O)[NH:7][C:8]1[CH:13]=[C:12]([CH3:14])[C:11]([CH2:15][NH:16][C:17]([C:19]2[N:23]=[C:22]([CH2:24][C:25]3[CH:30]=[CH:29][CH:28]=[CH:27][CH:26]=3)[N:21]([CH3:31])[N:20]=2)=[O:18])=[C:10]([CH3:32])[N:9]=1)(C)(C)C>ClCCl.C(O)(C(F)(F)F)=O>[NH2:7][C:8]1[N:9]=[C:10]([CH3:32])[C:11]([CH2:15][NH:16][C:17]([C:19]2[N:23]=[C:22]([CH2:24][C:25]3[CH:30]=[CH:29][CH:28]=[CH:27][CH:26]=3)[N:21]([CH3:31])[N:20]=2)=[O:18])=[C:12]([CH3:14])[CH:13]=1. Reported procedure: (5-{[(5-Benzyl-1-methyl-1H-[1,2,4]triazole-3-carbonyl)-amino]-methyl}-4,6-dimethyl-pyridin-2-yl)-carbamic acid tert-butyl ester (29 mg, 0.064 mmol) was dissolved in a mixture of dichloromethane (4 ml) and TFA (1 ml). The reaction mixture was shaken at 23° C. for 18 h. Solvents were removed in vacuo. The residue was dissolved in dichloromethane/methanol 1:1 (1 ml) and purified over VARIAN SCX-SPE cartridge (strong cation exchange), washing with methanol and releasing the compound with 2M ammonia ... Starting materials: O=C(NC1CN2CCC1CC2)c1cc2ccc(Br)cc2o1, [Na+], CN(C)C=O, [OH-], OCc1ccccc1B(O)O. Product: O=C(NC1CN2CCC1CC2)c1cc2ccc(-c3ccccc3CO)cc2o1. Reaction SMILES: [N:12]12[CH2:13][CH:14]([NH:20][C:21](=[O:22])[c:23]3[o:24][c:25]4[c:26]([cH:27]3)[cH:28][cH:29][c:30]([Br:32])[cH:31]4)[CH:15]([CH2:16][CH2:17]1)[CH2:18][CH2:19]2.[Na+:34].[O:35]=[CH:36][N:37]([CH3:38])[CH3:39].[OH-:33].[OH:1][CH2:2][c:3]1[c:4]([B:9]([OH:10])[OH:11])[cH:5][cH:6][cH:7][cH:8]1>>[OH:1][CH2:2][c:3]1[c:4](-[c:30]2[cH:29][cH:28][c:26]3[c:25]([o:24][c:23]([C:21]([NH:20][CH:14]4[CH2:13][N:12]5[CH2:17][CH2:16][CH:15]4[CH2:18][CH2:19]5)=[O:22])[cH:27]3)[cH:31]2)[cH:5][cH:6][cH:7][cH:8]1. RXN SMILES: [CH:1]1([O:6][c:7]2[cH:8][c:9]([C:15]3([C:25]#[C:26][c:27]4[cH:28][c:29]([C:33](=[O:34])[O:35][CH3:36])[cH:30][cH:31][cH:32]4)[CH2:16][CH2:17][C:18]4([CH2:19][CH2:20]3)[O:21][CH2:24][CH2:23][O:22]4)[cH:10][cH:11][c:12]2[O:13][CH3:14])[CH2:2][CH2:3][CH2:4][CH2:5]1.[ClH:37].[O:39]1[CH2:40][CH2:41][CH2:42][CH2:43]1.[OH2:38]>>[CH:1]1([O:6][c:7]2[cH:8][c:9]([C:15]3([C:25]#[C:26][c:27]4[cH:28][c:29]([C:33](=[O:34])[O:35][CH3:36])[cH:30][cH:31][cH:32]4)[CH2:16][CH2:17][C:18](=[O:21])[CH2:19][CH2:20]3)[cH:10][cH:11][c:12]2[O:13][CH3:14])[CH2:2][CH2:3][CH2:4][CH2:5]1. Yields the product COC(=O)c1cccc(C#CC2(c3ccc(OC)c(OC4CCCC4)c3)CCC(=O)CC2)c1. Starting materials: COC(=O)c1cccc(C#CC2(c3ccc(OC)c(OC4CCCC4)c3)CCC3(CC2)OCCO3)c1, Cl, C1CCOC1, O. Procedure details: 4.5 g of 2,3-dichloro-5-trifluoromethylpyridine was added to a solution of 2.7 g of potassium hydroxide dissolved in 40 ml of t-butanol, and the mixture was reacted at the reflux temperature for one hour while stirring. After completion of the reaction, the reaction product was allowed to cool and made acidic with concentrated hydrochloric acid. The contents were concentrated under reduced pressure to obtain a solid which was then purified to obtain 3.1 g of the titled compound having a melting ... Starting materials: ClC1=NC=C(C=C1Cl)C(F)(F)F (2,3-dichloro-5-trifluoromethylpyridine), [OH-].[K+] (potassium hydroxide), Cl (hydrochloric acid). Yields the product ClC=1C(NC=C(C1)C(F)(F)F)=O (3-Chloro-5-trifluoromethyl-2-pyridone). As a reaction SMILES: Cl[C:2]1[C:7]([Cl:8])=[CH:6][C:5]([C:9]([F:12])([F:11])[F:10])=[CH:4][N:3]=1.[OH-:13].[K+].Cl>C(O)(C)(C)C>[Cl:8][C:7]1[C:2](=[O:13])[NH:3][CH:4]=[C:5]([C:9]([F:12])([F:11])[F:10])[CH:6]=1 |f:1.2|. The solvent is C(C)(C)(C)O (t-butanol). Isolated yield 75.3%. Starting materials: ClC1=CC(=C(C=C1)N)C#CC1=C(C=CC=C1)OC (4-chloro-2-(2-methoxy-phenylethynyl)-phenylamine), C(C)OC(CC(C(C)C)=O)=O (4-methyl-3-oxo-pentanoic acid ethyl ester). Run in CCO (EtOH). Product: C(C)OC(=O)C=1C(=NC2=CC=C(C=C2C1CC1=C(C=CC=C1)OC)Cl)C(C)C (6-Chloro-2-isopropyl-4-(2-methoxy-benzyl)-quinoline-3-carboxylic acid ethyl ester). Yield: 32.0%. RXN SMILES: [Cl:1][C:2]1[CH:7]=[CH:6][C:5]([NH2:8])=[C:4]([C:9]#[C:10][C:11]2[CH:16]=[CH:15][CH:14]=[CH:13][C:12]=2[O:17][CH3:18])[CH:3]=1.[CH2:19]([O:21][C:22](=[O:29])[CH2:23][C:24](=O)[CH:25]([CH3:27])[CH3:26])[CH3:20]>CCO>[CH2:19]([O:21][C:22]([C:23]1[C:24]([CH:25]([CH3:27])[CH3:26])=[N:8][C:5]2[C:4]([C:9]=1[CH2:10][C:11]1[CH:16]=[CH:15][CH:14]=[CH:13][C:12]=1[O:17][CH3:18])=[CH:3][C:2]([Cl:1])=[CH:7][CH:6]=2)=[O:29])[CH3:20]. Reported procedure: The title compound was prepared in analogy to example 10 step B from 4-chloro-2-(2-methoxy-phenylethynyl)-phenylamine (200 mg, 0.78 mmol) and 4-methyl-3-oxo-pentanoic acid ethyl ester (0.2 ml, 1.16 mmol) in anhydrous EtOH (8 ml). Light green liquid. (100 mg, 32% yield). LC-MS (ESI): 398 (M+H)+.